This data is from the Open Reaction Database (ORD), a public repository of structured organic reaction records. The task is: describe an organic reaction: reactants, conditions, products, and yield The reagents and catalysts are O=C([O-])[O-].[Cs+].[Cs+] (cesium carbonate), [I-].[K+] (potassium iodide). Product: CC(c1cccnc1)N1C[C@@H]2C[C@@H](c3ccccc3)[C@H]1C2. Reaction conditions: temperature 70 celsius, time 16 hour. Solvent: CN(C)C=O (DMF), CN(C)C=O (dmf), CN(C)C=O (DMF). Reactants: CC(Cl)c1cccnc1, c1ccc([C@@H]2C[C@H]3CN[C@@H]2C3)cc1. The reactants are C(C)(C)(C)OC(=O)N1CCN(CC1)C1=CC=CC(=C1)N (4-(5-aminophenyl)-piperazine-1-carboxylic acid tert-butyl ester), FC(OC=1C=C(C=CC1)S(=O)(=O)Cl)F (3-difluoromethoxybenzene sulfonylchloride). Product: Cl.FC(OC=1C=C(C=CC1)S(=O)(=O)NC1=CC(=CC=C1)N1CCNCC1)F (3-Difluoromethoxy-N-(3-piperazin-1-yl-phenyl)-benzenesulfonamide Hydrochloride). Reaction SMILES: C(OC([N:8]1[CH2:13][CH2:12][N:11]([C:14]2[CH:19]=[C:18]([NH2:20])[CH:17]=[CH:16][CH:15]=2)[CH2:10][CH2:9]1)=O)(C)(C)C.[F:21][CH:22]([F:34])[O:23][C:24]1[CH:25]=[C:26]([S:30]([Cl:33])(=[O:32])=[O:31])[CH:27]=[CH:28][CH:29]=1>>[ClH:33].[F:34][CH:22]([F:21])[O:23][C:24]1[CH:25]=[C:26]([S:30]([NH:20][C:18]2[CH:17]=[CH:16][CH:15]=[C:14]([N:11]3[CH2:10][CH2:9][NH:8][CH2:13][CH2:12]3)[CH:19]=2)(=[O:32])=[O:31])[CH:27]=[CH:28][CH:29]=1 |f:2.3|. Reported procedure: The compound was prepared as described for Example 1 by reaction of 4-(5-aminophenyl)-piperazine-1-carboxylic acid tert-butyl ester with commercially available 3-difluoromethoxybenzene sulfonylchloride followed by deprotection under acidic conditions. Reactants: FC1=C(C=C(C=C1)/C=C/C(=O)OCC)NC(=O)C1=CC(=CC2=CC=CC=C12)C1=CC(=CC(=C1)O)F (Ethyl(2E)-3-[4-fluoro-3-({[3-(3-fluoro-5-hydroxyphenyl)naphthalen-1yl]carbonyl}amino)-phenyl]prop-2-enoate), O[Li].O (LiOH.H2O). The product is FC1=C(C=C(C=C1)/C=C/C(=O)O)NC(=O)C1=CC(=CC2=CC=CC=C12)C1=CC(=CC(=C1)O)F ((2E)-3-[4-fluoro-3-({[3-(3-fluoro-5-hydroxyphenyl)naphthalen-1yl]carbonyl}amino)phenyl]prop-2-enoic acid). As a reaction SMILES: [F:1][C:2]1[CH:7]=[CH:6][C:5](/[CH:8]=[CH:9]/[C:10]([O:12]CC)=[O:11])=[CH:4][C:3]=1[NH:15][C:16]([C:18]1[C:27]2[C:22](=[CH:23][CH:24]=[CH:25][CH:26]=2)[CH:21]=[C:20]([C:28]2[CH:33]=[C:32]([OH:34])[CH:31]=[C:30]([F:35])[CH:29]=2)[CH:19]=1)=[O:17].O[Li].O>>[F:1][C:2]1[CH:7]=[CH:6][C:5](/[CH:8]=[CH:9]/[C:10]([OH:12])=[O:11])=[CH:4][C:3]=1[NH:15][C:16]([C:18]1[C:27]2[C:22](=[CH:23][CH:24]=[CH:25][CH:26]=2)[CH:21]=[C:20]([C:28]2[CH:33]=[C:32]([OH:34])[CH:31]=[C:30]([F:35])[CH:29]=2)[CH:19]=1)=[O:17] |f:1.2|. Reported procedure: Compound 17g was synthesized from 16g (0.42 mmol) and LiOH.H2O (4.2 mmol) using the procedure according to Method E described above. Starting materials: CP(OC)(=O)OC (dimethyl methanephosphonate), C(C(=C)C)(=O)O (methacrylic acid), CO (methanol). The product is CP(=O)(CC(C(=O)O)C)C (3-(dimethylphosphinyl)-2-methylpropionic acid). Yield: 41.3%. As a reaction SMILES: [CH3:1][P:2]([O:6]C)(=O)OC.[C:8]([OH:13])(=[O:12])[C:9]([CH3:11])=[CH2:10].[CH3:14]O>>[CH3:14][P:2]([CH3:1])([CH2:10][CH:9]([CH3:11])[C:8]([OH:13])=[O:12])=[O:6]. Reported procedure: 108 g of dimethyl methanephosphonate are added dropwise at 70° C. to a solution of 86 g of methacrylic acid and 32 g of methanol in the course of 30 minutes. After a reaction time of 3 hours the reaction mixture is worked up by vacuum distillation. 59 g of 3-(dimethylphosphinyl)-2-methylpropionic acid are obtained with a 91.1% purity, which corresponds to a theoretical yield of 29.5%. The reactants are C1CCOC1, C[Mg]Cl, CC(=O)C(c1cc(F)cc(F)c1)C1CN(C(c2ccc(Cl)cc2)c2ccc(Cl)cc2)C1, [Na+], [Na+], O, O, O, O, O, O, O, O, O, O, O=S(=O)([O-])[O-]. The product is CC(C)(O)C(c1cc(F)cc(F)c1)C1CN(C(c2ccc(Cl)cc2)c2ccc(Cl)cc2)C1. As a reaction SMILES: [CH2:52]1[O:53][CH2:54][CH2:55][CH2:56]1.[CH3:32][Mg:33][Cl:34].[Cl:1][c:2]1[cH:3][cH:4][c:5]([CH:8]([N:9]2[CH2:10][CH:11]([CH:13]([C:14](=[O:15])[CH3:16])[c:17]3[cH:18][c:19]([F:24])[cH:20][c:21]([F:23])[cH:22]3)[CH2:12]2)[c:25]2[cH:26][cH:27][c:28]([Cl:31])[cH:29][cH:30]2)[cH:6][cH:7]1.[Na+:50].[Na+:51].[OH2:35].[OH2:36].[OH2:37].[OH2:38].[OH2:39].[OH2:40].[OH2:41].[OH2:42].[OH2:43].[OH2:44].[S:45]([O-:46])([O-:47])(=[O:48])=[O:49]>>[Cl:1][c:2]1[cH:3][cH:4][c:5]([CH:8]([N:9]2[CH2:10][CH:11]([CH:13]([C:14]([OH:15])([CH3:16])[CH3:32])[c:17]3[cH:18][c:19]([F:24])[cH:20][c:21]([F:23])[cH:22]3)[CH2:12]2)[c:25]2[cH:26][cH:27][c:28]([Cl:31])[cH:29][cH:30]2)[cH:6][cH:7]1. The reactants are C(C)(=O)[O-].C(C)(C)(C)C1=CC=C(C=C1)[I+]C1=CC=C(C=C1)C(C)(C)C (bis(p-tert-butylphenyl)iodonium acetate), C12(C(=O)CC(CC1)C2(C)C)CS(=O)(=O)OC (methyl camphorsulfonate), resultant mixture. Run in C(C)(=O)OCC (Ethyl acetate). Product: C12(C(=O)CC(CC1)C2(C)C)CS(=O)(=O)[O-].C(C)(C)(C)C2=CC=C(C=C2)[I+]C2=CC=C(C=C2)C(C)(C)C (bis(p-tert-butylphenyl)iodonium camphorsulfonate). Isolated yield 82.9%. As a reaction SMILES: C([O-])(=O)C.[C:5]([C:9]1[CH:14]=[CH:13][C:12]([I+:15][C:16]2[CH:21]=[CH:20][C:19]([C:22]([CH3:25])([CH3:24])[CH3:23])=[CH:18][CH:17]=2)=[CH:11][CH:10]=1)([CH3:8])([CH3:7])[CH3:6].[C:26]12([CH2:36][S:37]([O:40]C)(=[O:39])=[O:38])[C:33]([CH3:35])([CH3:34])[CH:30]([CH2:31][CH2:32]1)[CH2:29][C:27]2=[O:28]>C(OCC)(=O)C>[C:26]12([CH2:36][S:37]([O-:40])(=[O:38])=[O:39])[C:33]([CH3:35])([CH3:34])[CH:30]([CH2:31][CH2:32]1)[CH2:29][C:27]2=[O:28].[C:22]([C:19]1[CH:20]=[CH:21][C:16]([I+:15][C:12]2[CH:11]=[CH:10][C:9]([C:5]([CH3:8])([CH3:7])[CH3:6])=[CH:14][CH:13]=2)=[CH:17][CH:18]=1)([CH3:25])([CH3:24])[CH3:23] |f:0.1,4.5|. Procedure details: Ethyl acetate (50 ml) was added to bis(p-tert-butylphenyl)iodonium acetate (467 mg; 1 mmol) and methyl camphorsulfonate (259 mg; 1.05 mmol). The resultant mixture was refluxed for 24 hours while being stirred. The reaction mixture was cooled, and formed solid was removed through filtration. The solid was recrystallized from acetone, and dried under vacuum, to thereby yield 518 mg of bis(p-tert-butylphenyl)iodonium camphorsulfonate (yield: 83%). Reactants: O=C([O-])[O-], CCO, ClCc1cccc(Cl)c1, [I-], [K+], [K+], [K+], O, O=Cc1ccc(O)cc1. The product is O=Cc1ccc(OCc2cccc(Cl)c2)cc1. As a reaction SMILES: [C:10](=[O:11])([O-:12])[O-:13].[CH3:28][CH2:29][OH:30].[Cl:18][c:19]1[cH:20][c:21]([CH2:22][Cl:23])[cH:24][cH:25][cH:26]1.[I-:17].[K+:14].[K+:15].[K+:16].[OH2:27].[OH:1][c:2]1[cH:3][cH:4][c:5]([CH:6]=[O:7])[cH:8][cH:9]1>>[O:1]([c:2]1[cH:3][cH:4][c:5]([CH:6]=[O:7])[cH:8][cH:9]1)[CH2:22][c:21]1[cH:20][c:19]([Cl:18])[cH:26][cH:25][cH:24]1.